The task is: describe an organic reaction: reactants, conditions, products, and yield. This data is from the Open Reaction Database (ORD), a public repository of structured organic reaction records. The reactants are S(=O)(=O)(O)[O-].BrC=1C=CC2=CC=C3C=CC=[N+](C3=C2N1)C (9-Bromo-1-methyl-1,10-phenanthrolinium hydrogen sulfate), [OH-].[Na+] (sodium hydroxide). The reagents and catalysts are [Fe-3](C#N)(C#N)(C#N)(C#N)(C#N)C#N.[K+].[K+].[K+] (potassium ferricyanide). Run at time 1 hour. Yields the product BrC=1C=CC2=CC=C3C=CC(N(C3=C2N1)C)=O (9-Bromo-1-methyl-1,10-phenanthroline-2(1H)-one). Yield: 82.4%. RXN SMILES: S([O-])(O)(=O)=O.[Br:6][C:7]1[CH:8]=[CH:9][C:10]2[C:19]([N:20]=1)=[C:18]1[C:13]([CH:14]=[CH:15][CH:16]=[N+:17]1[CH3:21])=[CH:12][CH:11]=2.[OH-:22].[Na+]>[Fe-3](C#N)(C#N)(C#N)(C#N)(C#N)C#N.[K+].[K+].[K+]>[Br:6][C:7]1[CH:8]=[CH:9][C:10]2[C:19]([N:20]=1)=[C:18]1[C:13]([CH:14]=[CH:15][C:16](=[O:22])[N:17]1[CH3:21])=[CH:12][CH:11]=2 |f:0.1,2.3,4.5.6.7|. Procedure details: To a stirred aqueous solution of potassium ferricyanide (100 g; 303 mmol) (1.1 L), compound (8) (42.7 g; 115 mmol) and an aqueous sodium hydroxide (76 g; 1.9 mol) (110 mL) were alternately added over 25 minutes in an ice bath (inner temperature of 4 to 6° C.). The resulting mixture was stirred in an ice bath for 1 hour, and further stirred at room temperature for 3.5 hours. Crude crystals which precipitated out were separated by filtration and washed with water, and then dried. The resulting cru... The reactants are BrC1=C(C=NN1C1=C(C=C(C=C1)Cl)Cl)C#N (5-bromo-4-cyano-1-(2,4-dichlorophenyl)-pyrazole), O.NN (hydrazine hydrate). Solvent: O1CCOCC1 (dioxane). The product is C(#N)C=1C=NN(C1NN)C1=C(C=C(C=C1)Cl)Cl (4-cyano-5-hydrazino-1-(2,4-dichlorophenyl)-pyrazole). Yield: 39.2%. As a reaction SMILES: Br[C:2]1[N:6]([C:7]2[CH:12]=[CH:11][C:10]([Cl:13])=[CH:9][C:8]=2[Cl:14])[N:5]=[CH:4][C:3]=1[C:15]#[N:16].O.[NH2:18][NH2:19]>O1CCOCC1>[C:15]([C:3]1[CH:4]=[N:5][N:6]([C:7]2[CH:12]=[CH:11][C:10]([Cl:13])=[CH:9][C:8]=2[Cl:14])[C:2]=1[NH:18][NH2:19])#[N:16] |f:1.2|. Reported procedure: 6.4 g (0.02 mol) of 5-bromo-4-cyano-1-(2,4-dichlorophenyl)-pyrazole and 15 g (0.2 mol) of hydrazine hydrate in 80 ml of dioxane are stirred at the reflux temperature for 20 hours, the mixture is then concentrated under reduced pressure and the residue is stirred with water, filtered off with suction and recrystallized twice from ethanol. 2.1 g (40% of theory) of 4-cyano-5-hydrazino-1-(2,4-dichlorophenyl)-pyrazole of melting point 199° C.-204° C. are obtained. Starting materials: NC1=C(N=C(S1)C1=C(C=CC=C1F)F)C(=O)NC=1C(=NC=NC1)OCCC1OC(OC1)(C)C (5-amino-2-(2,6-difluorophenyl)-N-(4-(2-(2,2-dimethyl-1,3-dioxolan-4-yl)ethoxy)pyrimidin-5-yl)thiazole-4-carboxamide), Cl (HCl), O (water), C(=O)([O-])[O-].[Na+].[Na+] (Na2CO3). Solvent: CO (methanol). Conditions: time 4 hour. Product: NC1=C(N=C(S1)C1=C(C=CC=C1F)F)C(=O)NC=1C(=NC=NC1)OCCC(CO)O (5-amino-2-(2,6-difluorophenyl)-N-(4-(3,4-dihydroxybutoxy)pyrimidin-5-yl)thiazole-4-carboxamide). The yield is 60.1%. RXN SMILES: [NH2:1][C:2]1[S:6][C:5]([C:7]2[C:12]([F:13])=[CH:11][CH:10]=[CH:9][C:8]=2[F:14])=[N:4][C:3]=1[C:15]([NH:17][C:18]1[C:19]([O:24][CH2:25][CH2:26][CH:27]2[CH2:31][O:30]C(C)(C)[O:28]2)=[N:20][CH:21]=[N:22][CH:23]=1)=[O:16].Cl.C([O-])([O-])=O.[Na+].[Na+].O>CO>[NH2:1][C:2]1[S:6][C:5]([C:7]2[C:8]([F:14])=[CH:9][CH:10]=[CH:11][C:12]=2[F:13])=[N:4][C:3]=1[C:15]([NH:17][C:18]1[C:19]([O:24][CH2:25][CH2:26][CH:27]([OH:28])[CH2:31][OH:30])=[N:20][CH:21]=[N:22][CH:23]=1)=[O:16] |f:2.3.4|. Procedure: At room temperature (25° C.), to a solution of 5-amino-2-(2,6-difluorophenyl)-N-(4-(2-(2,2-dimethyl-1,3-dioxolan-4-yl)ethoxy)pyrimidin-5-yl)thiazole-4-carboxamide (38) (20 mg, 0.0419 mmol) in methanol (2 mL) was added concentrated HCl (0.5 mL) and the solution was stirred for 4 hours. 10% Na2CO3 solution was added to neutralize the solution to pH=7, the water (20 mL) was added and a precipitate was formed. An off white solid product 49 (11 mg, 0.0252 mmol) was obtained after filtration and air d... The reactants are CS(C)=O, CO, [O-][Cl+][O-], [K+], [Na+], [Na+], [OH-], O, O=P([O-])(O)O, O=Cc1cc2ccoc2cn1. The product is O=C(O)c1cc2ccoc2cn1. RXN SMILES: [CH3:24][S:25]([CH3:26])=[O:27].[CH3:29][OH:30].[Cl+:18]([O-:19])[O-:20].[K+:17].[Na+:21].[Na+:23].[OH-:22].[OH2:28].[P:12](=[O:13])([O-:14])([OH:15])[OH:16].[o:1]1[cH:2][cH:3][c:4]2[c:5]1[cH:6][n:7][c:8]([CH:10]=[O:11])[cH:9]2>>[o:1]1[cH:2][cH:3][c:4]2[c:5]1[cH:6][n:7][c:8]([C:10](=[O:11])[OH:13])[cH:9]2. Starting materials: CC(C)O, COc1ccc2c(Cl)nc(C#N)c(-c3cccc(F)c3)c2c1, N. Yields the product COc1ccc2c(N)nc(C#N)c(-c3cccc(F)c3)c2c1. As a reaction SMILES: [CH:24]([OH:25])([CH3:26])[CH3:27].[Cl:1][c:2]1[n:3][c:4]([C:21]#[N:22])[c:5](-[c:14]2[cH:15][c:16]([F:20])[cH:17][cH:18][cH:19]2)[c:6]2[cH:7][c:8]([O:12][CH3:13])[cH:9][cH:10][c:11]12.[NH3:23]>>[c:2]1([NH2:23])[n:3][c:4]([C:21]#[N:22])[c:5](-[c:14]2[cH:15][c:16]([F:20])[cH:17][cH:18][cH:19]2)[c:6]2[cH:7][c:8]([O:12][CH3:13])[cH:9][cH:10][c:11]12. Reactants: BrC1=C(C=CC(=C1)C(CCCC)(C)C)CC(CN1CCCCC1)C (N-{3-[2-Bromo-4-(1,1-dimethylpentyl)-phenyl]-2-methylpropyl}-piperidine), CBr (CH3Br). Solvent: CC#N (CH3CN), CC#N (CH3CN). Run at time 14 hour. Product: [Br-].BrC1=C(C=CC(=C1)C(CCCC)(C)C)CC(C[N+]1(CCCCC1)C)C (N-{3-[2-Bromo-4-(1,1-dimethylpentyl)-phenyl]-2-methylpropyl}-N-methyl-piperidinium bromide). Reaction SMILES: [Br:1][C:2]1[CH:7]=[C:6]([C:8]([CH3:14])([CH3:13])[CH2:9][CH2:10][CH2:11][CH3:12])[CH:5]=[CH:4][C:3]=1[CH2:15][CH:16]([CH3:24])[CH2:17][N:18]1[CH2:23][CH2:22][CH2:21][CH2:20][CH2:19]1.[CH3:25]Br>CC#N>[Br-:1].[Br:1][C:2]1[CH:7]=[C:6]([C:8]([CH3:13])([CH3:14])[CH2:9][CH2:10][CH2:11][CH3:12])[CH:5]=[CH:4][C:3]=1[CH2:15][CH:16]([CH3:24])[CH2:17][N+:18]1([CH3:25])[CH2:23][CH2:22][CH2:21][CH2:20][CH2:19]1 |f:3.4|. Procedure: 17 g of (XIV) in 100 ml of CH3CN were added to a solution of 16.4 g of CH3Br in 200 ml of CH3CN. After 14 hours at room temperature, the mixture was concentrated. The crystalline residue was triturated with ether, filtered off under suction and dried under reduced pressure. Yield: 15 g; melting point: 178° C. (compound No. 78). Yield: 80.2%. Starting materials: Cl (Hydrochloric acid), C(C)(C)(C)OC(=O)N(C)C=1C(=CC(=C(C1)N1C=C(C(C2=CC(=C(C(=C12)C)F)F)=O)C(=O)OCC)F)F (ethyl 1-[5-(N-tert-butoxycarbonyl-N-methylamino)-2,4-difluorophenyl]-6,7-difluoro-8-methyl-4-oxo-1,4-dihydroquinoline-3-carboxylate). Procedure: 12N Hydrochloric acid (4 ml) was added to ethyl 1-[5-(N-tert-butoxycarbonyl-N-methylamino)-2,4-difluorophenyl]-6,7-difluoro-8-methyl-4-oxo-1,4-dihydroquinoline-3-carboxylate (400 mg), and the mixture was stirred for 3 days while heating under reflux. After the reaction mixture was allowed to cool, solids were collected by filtration, washed with ethanol and dried to obtain the title compound (240 mg) as a colorless powder. Conditions: time 3 day. RXN SMILES: Cl.C(O[C:7]([N:9]([C:11]1[C:12]([F:37])=[CH:13][C:14]([F:36])=[C:15]([N:17]2[C:26]3[C:21](=[CH:22][C:23]([F:29])=[C:24]([F:28])[C:25]=3[CH3:27])[C:20](=[O:30])[C:19]([C:31]([O:33]CC)=[O:32])=[CH:18]2)[CH:16]=1)C)=O)(C)(C)C>>[F:29][C:23]1[CH:22]=[C:21]2[C:26](=[C:25]([CH3:27])[C:24]=1[F:28])[N:17]([C:15]1[CH:16]=[C:11]([NH:9][CH3:7])[C:12]([F:37])=[CH:13][C:14]=1[F:36])[CH:18]=[C:19]([C:31]([OH:33])=[O:32])[C:20]2=[O:30]. Yields the product FC=1C=C2C(C(=CN(C2=C(C1F)C)C1=C(C=C(C(=C1)NC)F)F)C(=O)O)=O (6,7-Difluoro-1-(2,4-difluoro-5-methylaminophenyl)-8-methyl-4-oxo-1,4-dihydroquinoline-3-carboxylic Acid).